Dataset: the Open Reaction Database (ORD), a public repository of structured organic reaction records. Task: describe an organic reaction: reactants, conditions, products, and yield Starting materials: COc1ccnc(-c2ccc(C)c([N+](=O)[O-])c2)c1, CCO, C1CCOC1. Reaction SMILES: [CH3:1][O:2][c:3]1[cH:4][c:5](-[c:9]2[cH:10][c:11]([N+:16]([O-:17])=[O:18])[c:12]([CH3:15])[cH:13][cH:14]2)[n:6][cH:7][cH:8]1.[CH3:24][CH2:25][OH:26].[O:19]1[CH2:20][CH2:21][CH2:22][CH2:23]1>>[CH3:1][O:2][c:3]1[cH:4][c:5](-[c:9]2[cH:10][c:11]([NH2:16])[c:12]([CH3:15])[cH:13][cH:14]2)[n:6][cH:7][cH:8]1. The product is COc1ccnc(-c2ccc(C)c(N)c2)c1. Starting materials: C1(=CC=CC=C1)C(=NCP(OCC)(=O)CN=C(C1=CC=CC=C1)C1=CC=CC=C1)C1=CC=CC=C1 (Ethyl bis(N-diphenylmethyleneaminomethyl)phosphinate), C(C=CC1=CC=CC=C1)Br (cinnamyl bromide). Product: C1(=CC=CC=C1)C(=NC(CC=CC1=CC=CC=C1)P(OCC)(=O)C(CC=CC1=CC=CC=C1)N=C(C1=CC=CC=C1)C1=CC=CC=C1)C1=CC=CC=C1 (Ethyl bis(N-diphenylmethylene-1-amino-4-phenyl-but-3-enyl)phosphinate). Yield: 76.0%. RXN SMILES: [C:1]1([C:7]([C:30]2[CH:35]=[CH:34][CH:33]=[CH:32][CH:31]=2)=[N:8][CH2:9][P:10]([CH2:15][N:16]=[C:17]([C:24]2[CH:29]=[CH:28][CH:27]=[CH:26][CH:25]=2)[C:18]2[CH:23]=[CH:22][CH:21]=[CH:20][CH:19]=2)(=[O:14])[O:11][CH2:12][CH3:13])[CH:6]=[CH:5][CH:4]=[CH:3][CH:2]=1.[CH2:36](Br)[CH:37]=[CH:38][C:39]1[CH:44]=[CH:43][CH:42]=[CH:41][CH:40]=1>>[C:24]1([C:17]([C:18]2[CH:19]=[CH:20][CH:21]=[CH:22][CH:23]=2)=[N:16][CH:15]([P:10]([CH:9]([N:8]=[C:7]([C:1]2[CH:2]=[CH:3][CH:4]=[CH:5][CH:6]=2)[C:30]2[CH:31]=[CH:32][CH:33]=[CH:34][CH:35]=2)[CH2:31][CH:30]=[CH:7][C:1]2[CH:6]=[CH:5][CH:4]=[CH:3][CH:2]=2)(=[O:14])[O:11][CH2:12][CH3:13])[CH2:36][CH:37]=[CH:38][C:39]2[CH:44]=[CH:43][CH:42]=[CH:41][CH:40]=2)[CH:25]=[CH:26][CH:27]=[CH:28][CH:29]=1. Procedure: Analogously to example 6, the bis-alkylated phosphinates 8 were prepared in a yield of 76% from the protected phosphinate 3 and cinnamyl bromide. Reactants: Clc1ncnc2c1c(Br)cn2C1CCCC1, C1CCOC1, [Li]CCCC, CON(C)C(=O)c1cccc(I)c1. As a reaction SMILES: [Br:6][c:7]1[cH:8][n:9]([CH:17]2[CH2:18][CH2:19][CH2:20][CH2:21]2)[c:10]2[n:11][cH:12][n:13][c:14]([Cl:16])[c:15]12.[CH2:35]1[O:36][CH2:37][CH2:38][CH2:39]1.[CH3:1][CH2:2][CH2:3][CH2:4][Li:5].[I:22][c:23]1[cH:24][c:25]([C:26](=[O:27])[N:28]([O:29][CH3:30])[CH3:31])[cH:32][cH:33][cH:34]1>>[c:7]1([C:26]([c:25]2[cH:24][c:23]([I:22])[cH:34][cH:33][cH:32]2)=[O:27])[cH:8][n:9]([CH:17]2[CH2:18][CH2:19][CH2:20][CH2:21]2)[c:10]2[n:11][cH:12][n:13][c:14]([Cl:16])[c:15]12. Yields the product O=C(c1cccc(I)c1)c1cn(C2CCCC2)c2ncnc(Cl)c12. Reactants: CC(C)N(NC(=O)c1ccccc1)C(=O)COc1ccc(F)cc1Br, O=C([O-])[O-], COCCOC, [Na+], [Na+], OB(O)c1ccccc1. Product: CC(C)N(NC(=O)c1ccccc1)C(=O)COc1ccc(F)cc1-c1ccccc1. RXN SMILES: [Br:1][c:2]1[c:3]([O:4][CH2:5][C:6](=[O:7])[N:8]([NH:9][C:10]([c:11]2[cH:12][cH:13][cH:14][cH:15][cH:16]2)=[O:17])[CH:18]([CH3:19])[CH3:20])[cH:21][cH:22][c:23]([F:25])[cH:24]1.[C:26](=[O:27])([O-:28])[O-:29].[CH3:41][O:42][CH2:43][CH2:44][O:45][CH3:46].[Na+:30].[Na+:31].[OH:32][B:33]([OH:34])[c:35]1[cH:36][cH:37][cH:38][cH:39][cH:40]1>>[c:2]1(-[c:35]2[cH:36][cH:37][cH:38][cH:39][cH:40]2)[c:3]([O:4][CH2:5][C:6](=[O:7])[N:8]([NH:9][C:10]([c:11]2[cH:12][cH:13][cH:14][cH:15][cH:16]2)=[O:17])[CH:18]([CH3:19])[CH3:20])[cH:21][cH:22][c:23]([F:25])[cH:24]1. Reactants: NC1=NC=C(C(=N1)N)CC1=CC(=C(C(=C1)OC)OC)O (2,4-diamino-5-(3-hydroxy-4,5-dimethoxybenzyl)pyrimidine), C(C=C)Br (allyl bromide). The product is C(C=C)OC=1C=C(CC=2C(=NC(=NC2)N)N)C=C(C1OC)OC (5-(3-Allyloxy-4,5-dimethoxybenzyl)-2,4-diaminopyrimidine). RXN SMILES: [NH2:1][C:2]1[N:7]=[C:6]([NH2:8])[C:5]([CH2:9][C:10]2[CH:15]=[C:14]([O:16][CH3:17])[C:13]([O:18][CH3:19])=[C:12]([OH:20])[CH:11]=2)=[CH:4][N:3]=1.[CH2:21](Br)[CH:22]=[CH2:23]>>[CH2:21]([O:20][C:12]1[CH:11]=[C:10]([CH:15]=[C:14]([O:16][CH3:17])[C:13]=1[O:18][CH3:19])[CH2:9][C:5]1[C:6]([NH2:8])=[N:7][C:2]([NH2:1])=[N:3][CH:4]=1)[CH:22]=[CH2:23]. Procedure details: The title compound was prepared from 2,4-diamino-5-(3-hydroxy-4,5-dimethoxybenzyl)pyrimidine (20.0 g, 72.4 mmol) and allyl bromide by the procedure of Example 1A. Recrystallization from 95% ethanol gave title compound as white crystals (14.9 g); mp 160°-162°. Anal. Calcd for C16H20N4O3 : C, 60.74; H, 6.37; N, 17.71. Found: C, 60.94; H, 6.45; N, 17.62. Starting materials: FC1=CC(=CC=2C3(C4=CC(=CC=C4OC12)C=1C(=NC=CC1)F)N=C(OCC3)N)OC (4′-fluoro-7′-(2-fluoropyridin-3-yl)-2′-methoxy-5,6-dihydrospiro[[1,3]oxazine-4,9′-xanthen]-2-amine), C(Cl)Cl (DCM). Conditions: time 2 hour. Product: NC=1OCCC2(C3=CC(=CC=C3OC=3C(=CC(=CC23)O)F)C=2C(=NC=CC2)F)N1 (2-amino-4′-fluoro-7′-(2-fluoropyridin-3-yl)-5,6-dihydrospiro[[1,3]oxazine-4,9′-xanthen]-2′-ol). Isolated yield 98.9%. RXN SMILES: [F:1][C:2]1[C:15]2[O:14][C:13]3[C:8](=[CH:9][C:10]([C:16]4[C:17]([F:22])=[N:18][CH:19]=[CH:20][CH:21]=4)=[CH:11][CH:12]=3)[C:7]3([CH2:27][CH2:26][O:25][C:24]([NH2:28])=[N:23]3)[C:6]=2[CH:5]=[C:4]([O:29]C)[CH:3]=1.C(Cl)Cl>>[NH2:28][C:24]1[O:25][CH2:26][CH2:27][C:7]2([N:23]=1)[C:6]1[CH:5]=[C:4]([OH:29])[CH:3]=[C:2]([F:1])[C:15]=1[O:14][C:13]1[C:8]2=[CH:9][C:10]([C:16]2[C:17]([F:22])=[N:18][CH:19]=[CH:20][CH:21]=2)=[CH:11][CH:12]=1. Reported procedure: To a suspension of 4′-fluoro-7′-(2-fluoropyridin-3-yl)-2′-methoxy-5,6-dihydrospiro[[1,3]oxazine-4,9′-xanthen]-2-amine (2.178 g, 5.32 mmol) in DCM (43 mL) boron tribromide (1.509 mL, 15.96 mmol) was added dropwise at RT. The mixture was stirred 2 hrs at RT, the mixture was cooled to 0° C. and quenched by addition of 5 ml of methanol dropwise. The resulting white suspension was stirred for 20 min at 0° C., then sat. aq. NaHCO3 (˜5 ml) was added followed by addition of 25% aq. ammonia (˜15 ml). The... The reactants are ClC1=NC=C(C(=N1)NC1=CC2=C(C=C1)OCCO2)F (2-chloro-5-fluoro-N4-(3,4-ethylenedioxyphenyl)-4-pyrimidineamine), COC1=CC(=C(N)C=C1)C (4-methoxy-2-methylaniline). Yields the product C1OC=2C=C(C=CC2OC1)NC1=NC(=NC=C1F)NC1=C(C=C(C=C1)OC)C (N4-(3,4-ethylenedioxyphenyl)-5-fluoro-N2-(4-methoxy-2-methylphenyl)-2,4-pyrimidinediamine). RXN SMILES: Cl[C:2]1[N:7]=[C:6]([NH:8][C:9]2[CH:14]=[CH:13][C:12]3[O:15][CH2:16][CH2:17][O:18][C:11]=3[CH:10]=2)[C:5]([F:19])=[CH:4][N:3]=1.[CH3:20][O:21][C:22]1[CH:28]=[CH:27][C:25]([NH2:26])=[C:24]([CH3:29])[CH:23]=1>>[CH2:17]1[CH2:16][O:15][C:12]2[CH:13]=[CH:14][C:9]([NH:8][C:6]3[C:5]([F:19])=[CH:4][N:3]=[C:2]([NH:26][C:25]4[CH:27]=[CH:28][C:22]([O:21][CH3:20])=[CH:23][C:24]=4[CH3:29])[N:7]=3)=[CH:10][C:11]=2[O:18]1. Procedure: In like manner to the preparation of N4-(3-chloro-4-trifluoromethoxyphenyl)-5-fluoro-N2-(3-hydroxyphenyl)-2,4-pyrimidineamine, the reaction of 2-chloro-5-fluoro-N4-(3,4-ethylenedioxyphenyl)-4-pyrimidineamine with 4-methoxy-2-methylaniline gave N4-(3,4-ethylenedioxyphenyl)-5-fluoro-N2-(4-methoxy-2-methylphenyl)-2,4-pyrimidinediamine. 1H NMR (DMSO-d6): δ 10.30 (bs, 1H), 9.10 (bs, 1H), 8.22 (d, 1H, J=5.1 Hz), 7.55 (m, 1H), 7.15 (m, 1H), 7.07 (m, 1H), 6.92 (m, 2H), 6.82 (d, 1H, J=8.7 Hz), 4.22 (bs, ... The product is C1(CC1)NC(C1=CC(=C(C=C1)C)N1C(C(=NC=C1)N[C@H]([C@H](CO)C)C1=CC=CC=C1)=O)=O (N-Cyclopropyl-3-[3-[[(1R,2R)-3-hydroxy-2-methyl-1-phenylpropyl]amino]-2-oxo-1(2H)-pyrazinyl]-4-methyl-benzamide). Reactants: C(C)(C)[Mg]Cl (iso-propylmagnesium chloride), OC[C@@H]([C@H](C1=CC=CC=C1)NC=1C(N(C=CN1)C=1C=C(C(=O)OC)C=CC1C)=O)C (3-[3-[[(1R,2R)-3-hydroxy-2-methyl-1-phenylpropyl]amino]-2-oxo-1(2H)-pyrazinyl]-4-methyl-benzoic acid, methyl ester), C1(CC1)N (cyclopropylamine). Run in O1CCCC1 (tetrahydrofuran). RXN SMILES: C([Mg]Cl)(C)C.[OH:6][CH2:7][C@H:8]([CH3:35])[C@@H:9]([NH:16][C:17]1[C:18](=[O:34])[N:19]([C:23]2[CH:24]=[C:25]([CH:30]=[CH:31][C:32]=2[CH3:33])[C:26]([O:28]C)=O)[CH:20]=[CH:21][N:22]=1)[C:10]1[CH:15]=[CH:14][CH:13]=[CH:12][CH:11]=1.[CH:36]1([NH2:39])[CH2:38][CH2:37]1>O1CCCC1>[CH:36]1([NH:39][C:26](=[O:28])[C:25]2[CH:30]=[CH:31][C:32]([CH3:33])=[C:23]([N:19]3[CH:20]=[CH:21][N:22]=[C:17]([NH:16][C@@H:9]([C:10]4[CH:11]=[CH:12][CH:13]=[CH:14][CH:15]=4)[C@@H:8]([CH3:35])[CH2:7][OH:6])[C:18]3=[O:34])[CH:24]=2)[CH2:38][CH2:37]1. Procedure: A solution of iso-propylmagnesium chloride (2M in tetrahydrofuran, 5.5 mL) was added dropwise to a stirred mixture of 3-[3-[[(1R,2R)-3-hydroxy-2-methyl-1-phenylpropyl]amino]-2-oxo-1(2H)-pyrazinyl]-4-methyl-benzoic acid, methyl ester (Example 136c, 500 mg), cyclopropylamine (0.3 mL) and tetrahydrofuran (20 mL) at 0° C. After 15 min the reaction was quenched with sat. aqueous NH4Cl and extracted into ethyl acetate. The organic phase was dried (Na2SO4), filtered and concentrated in vacuo to give a ... The product is c1cnc2c(c1)NCCCC2. As a reaction SMILES: [Al+3:14].[CH3:19][OH:20].[H-:13].[H-:16].[H-:17].[H-:18].[Li+:15].[O:21]1[CH2:22][CH2:23][CH2:24][CH2:25]1.[n:1]1[cH:2][cH:3][cH:4][c:5]2[c:11]1[CH2:10][CH2:9][CH2:8][C:7](=[O:12])[NH:6]2>>[n:1]1[cH:2][cH:3][cH:4][c:5]2[c:11]1[CH2:10][CH2:9][CH2:8][CH2:7][NH:6]2. Starting materials: [Al+3], CO, [H-], [H-], [H-], [H-], [Li+], C1CCOC1, O=C1CCCc2ncccc2N1.